From a dataset of the Open Reaction Database (ORD), a public repository of structured organic reaction records. describe an organic reaction: reactants, conditions, products, and yield The reactants are Cl (hydrochloric acid), N[C@H](C(O)(C1=CC=CC=C1)C1=CC=CC=C1)C(C)C ((S)-2-amino-3-methyl-1,1-diphenylbutan-1-ol), compound 3.1, solution. Run in O1CCCC1 (tetrahydrofuran). Conditions: temperature -10 celsius, time 3 hour. The product is Cl.N[C@H](C(O)(C1=CC=CC=C1)C1=CC=CC=C1)C(C)C ((S)-2-amino-3-methyl-1,1-diphenylbutan-1-ol hydrochloride). RXN SMILES: [NH2:1][C@@H:2]([CH:17]([CH3:19])[CH3:18])[C:3]([C:11]1[CH:16]=[CH:15][CH:14]=[CH:13][CH:12]=1)([C:5]1[CH:10]=[CH:9][CH:8]=[CH:7][CH:6]=1)[OH:4].[ClH:20]>O1CCCC1>[ClH:20].[NH2:1][C@@H:2]([CH:17]([CH3:19])[CH3:18])[C:3]([C:11]1[CH:16]=[CH:15][CH:14]=[CH:13][CH:12]=1)([C:5]1[CH:10]=[CH:9][CH:8]=[CH:7][CH:6]=1)[OH:4] |f:3.4|. Reported procedure: A solution of 37.17 g (145 mmol) of (S)-2-amino-3-methyl-1,1-diphenylbutan-1-ol in 180 ml of tetrahydrofuran is stirred at −40° C. and 285 ml of a 1M solution of borane-tetrahydrofuran complex (285 mmol) are slowly added. The mixture is stirred for three hours from −40° C. to ambient temperature and is then cooled to −10° C., and a solution of 17 g (57 mmol) of compound 3.1 is added. The reaction mixture is stirred for twenty hours at ambient temperature and is then cooled to −10° C., and 285 ml... Reactants: CC=1C2=C(SC1C(=O)N1CC=3N(CC1)N=C(C3)C(=O)OCC)C=CC=C2 (ethyl 5-(3-methylbenzo[b]thiophene-2-carbonyl)-4,5,6,7-tetrahydropyrazolo[1,5-a]pyrazine-2-carboxylate), [OH-].[Na+] (sodium hydroxide), Cl (hydrochloric acid). Solvent: O1CCCC1 (tetrahydrofuran), CO (methanol). Conditions: time 4 hour. Product: CC=1C2=C(SC1C(=O)N1CC=3N(CC1)N=C(C3)C(=O)O)C=CC=C2 (5-(3-methylbenzo[b]thiophene-2-carbonyl)-4,5,6,7-tetrahydropyrazolo[1,5-a]pyrazine-2-carboxylic acid). RXN SMILES: [CH3:1][C:2]1[C:3]2[CH:26]=[CH:25][CH:24]=[CH:23][C:4]=2[S:5][C:6]=1[C:7]([N:9]1[CH2:14][CH2:13][N:12]2[N:15]=[C:16]([C:18]([O:20]CC)=[O:19])[CH:17]=[C:11]2[CH2:10]1)=[O:8].[OH-].[Na+].Cl>O1CCCC1.CO>[CH3:1][C:2]1[C:3]2[CH:26]=[CH:25][CH:24]=[CH:23][C:4]=2[S:5][C:6]=1[C:7]([N:9]1[CH2:14][CH2:13][N:12]2[N:15]=[C:16]([C:18]([OH:20])=[O:19])[CH:17]=[C:11]2[CH2:10]1)=[O:8] |f:1.2|. Reported procedure: The ethyl 5-(3-methylbenzo[b]thiophene-2-carbonyl)-4,5,6,7-tetrahydropyrazolo[1,5-a]pyrazine-2-carboxylate obtained in the previous step was dissolved in a mixture of tetrahydrofuran (1.8 mL) and methanol (0.3 mL). To the resulting solution was added 1M aqueous sodium hydroxide (0.4 mL, 0.4 mmol). The solution was stirred at room temperature for 4 hours whereupon the reaction was neutralized with the addition of 1M aqueous hydrochloric acid (0.4 mL). The solvents were evaporated under reduced pr...